From a dataset of the Open Reaction Database (ORD), a public repository of structured organic reaction records. describe an organic reaction: reactants, conditions, products, and yield Reactants: COC(=O)c1nc(-c2ccc(Cl)c(OC)c2F)nc(N)c1C=CBr, C[S-], CS(C)=O, [Na+], O. The product is COC(=O)c1nc(-c2ccc(Cl)c(OC)c2F)nc(N)c1C=CSC. As a reaction SMILES: [CH3:1][O:2][C:3](=[O:4])[c:5]1[n:6][c:7](-[c:15]2[c:16]([F:24])[c:17]([O:22][CH3:23])[c:18]([Cl:21])[cH:19][cH:20]2)[n:8][c:9]([NH2:14])[c:10]1[CH:11]=[CH:12][Br:13].[CH3:25][S-:26].[CH3:28][S:29]([CH3:30])=[O:31].[Na+:27].[OH2:32]>>[CH3:1][O:2][C:3](=[O:4])[c:5]1[n:6][c:7](-[c:15]2[c:16]([F:24])[c:17]([O:22][CH3:23])[c:18]([Cl:21])[cH:19][cH:20]2)[n:8][c:9]([NH2:14])[c:10]1[CH:11]=[CH:12][S:26][CH3:25]. Reactants: {[(2,6-iPr2Ph)2DABMe2]Pd(CH2CH2CH2CO2Me)}BAF, C(Cl)Cl (CH2Cl2), C1=CCCC1 (cyclopentene). The reagents and catalysts are [Pd] (palladium). Reaction conditions: time 4 day. Product: C1=CCCC1.CC1C=CCC1 (Cyclopentene 3-Methylcyclopentene). As a reaction SMILES: [CH:1]1[CH2:5][CH2:4][CH2:3][CH:2]=1.[CH2:6](Cl)Cl>[Pd]>[CH:1]1[CH2:5][CH2:4][CH2:3][CH:2]=1.[CH3:6][CH:1]1[CH2:5][CH2:4][CH:3]=[CH:2]1 |f:3.4|. Procedure details: Inside a nitrogen purged drybox, the palladium catalyst, {[(2,6-iPr2Ph)2DABMe2]Pd(CH2CH2CH2CO2Me)}BAF (77 mg, 0.053 mmol) was dissolved in CH2Cl2 (2 ml) and cyclopentene (2 ml) and 3-MeCyp (1 ml) added. The solution was stirred for 4 days after which the volatiles were removed. MeOH was added and the polymer filtered, washed well with MeOH and finally with 2% Irganox® 1010/acetone solution and dried. Yield=1.06 g. Tm (DSC)=210.5° C., Tg (DSC)=73° C. 13C-NMR (TCB, 120° C.) indicated ˜5% 3-MeCyp i... Reactants: [H-].[Na+] (Sodium hydride), CN(C)C=O (DMF), C(C)OC(=O)C(C(=O)OCC)CCCCOC1=CC=C(C=C1)C(=O)OC (ethyl 2-ethoxycarbonyl-6-(4-methoxycarbonylphenoxy)hexanoate), CN(C)C=O (DMF), BrC1=C(C(=C(C(=C1CBr)OC)OC)OC)OC (1-bromo-6-bromomethyl-2,3,4,5-tetramethoxybenzene). Solvent: O (Water). Reaction conditions: time 30 minute. Product: BrC1=C(C(=C(C(=C1CC(C(=O)OCC)(CCCCOC1=CC=C(C=C1)C(=O)OC)C(=O)OCC)OC)OC)OC)OC (Ethyl 2-(6-bromo-2,3,4,5-tetramethoxybenzyl)-2-ethoxycarbonyl-6-(4-methoxycarbonylphenoxy)hexanoate). Yield: 98.2%. As a reaction SMILES: [H-].[Na+].CN(C=O)C.[CH2:8]([O:10][C:11]([CH:13]([CH2:19][CH2:20][CH2:21][CH2:22][O:23][C:24]1[CH:29]=[CH:28][C:27]([C:30]([O:32][CH3:33])=[O:31])=[CH:26][CH:25]=1)[C:14]([O:16][CH2:17][CH3:18])=[O:15])=[O:12])[CH3:9].[Br:34][C:35]1[C:40]([CH2:41]Br)=[C:39]([O:43][CH3:44])[C:38]([O:45][CH3:46])=[C:37]([O:47][CH3:48])[C:36]=1[O:49][CH3:50]>O>[Br:34][C:35]1[C:40]([CH2:41][C:13]([C:14]([O:16][CH2:17][CH3:18])=[O:15])([CH2:19][CH2:20][CH2:21][CH2:22][O:23][C:24]2[CH:25]=[CH:26][C:27]([C:30]([O:32][CH3:33])=[O:31])=[CH:28][CH:29]=2)[C:11]([O:10][CH2:8][CH3:9])=[O:12])=[C:39]([O:43][CH3:44])[C:38]([O:45][CH3:46])=[C:37]([O:47][CH3:48])[C:36]=1[O:49][CH3:50] |f:0.1|. Procedure details: Sodium hydride (60% oily, 1.02 g, 25.6 mmols) was added to a DMF (80 ml) solution of ethyl 2-ethoxycarbonyl-6-(4-methoxycarbonylphenoxy)hexanoate (8.55 g, 23.3 mmols), with cooling with ice, then allowed to warm to room temperature, and stirred for 30 minutes. Next, a DMF (10 ml) solution of 1-bromo-6-bromomethyl-2,3,4,5-tetramethoxybenzene (9.47 g, 25.6 mmols) was dropwise added thereto at room temperature, and stirred for 6 hours. Water was added to the reaction mixture, which was then extract... Reactants: C(O)CN.N(CCO)CCO.N(CCO)(CCO)CCO (monoethanolamine diethanolamine triethanolamine), C1CO1 (ethylene oxide), ethanolamines. Run at temperature 150 celsius, time 500 hour. Yields the product N(CCO)CCO (Diethanolamine), N(CCO)(CCO)CCO (triethanolamine). As a reaction SMILES: C1OC1.C(CN)O.[NH:8]([CH2:12][CH2:13][OH:14])[CH2:9][CH2:10][OH:11].[N:15]([CH2:22][CH2:23][OH:24])([CH2:19][CH2:20][OH:21])[CH2:16][CH2:17][OH:18]>>[NH:8]([CH2:12][CH2:13][OH:14])[CH2:9][CH2:10][OH:11].[N:15]([CH2:22][CH2:23][OH:24])([CH2:19][CH2:20][OH:21])[CH2:16][CH2:17][OH:18] |f:1.2.3|. Procedure: Though the temperature increased up to 150° C. by the heat of reaction over the length of about 20 mm from the inlet at the initial stage, the temperature came to have a profile barely rising to nearly 150° C. after 500 hrs near the outlet of the catalytic layer. As a result, deterioration in catalytic activity was observed. The results obtained are as follows: the conversion of ethylene oxide was 100%; and the ratio of each component in the produced ethanolamines was: monoethanolamine/diethanol...